Task: describe an organic reaction: reactants, conditions, products, and yield. Dataset: the Open Reaction Database (ORD), a public repository of structured organic reaction records Starting materials: ClCCl, O=S(Cl)Cl, O=C(O)c1ccc(C=Cc2cc3ccccc3s2)s1. Yields the product [Cl-], O=C(O)c1ccc(C=Cc2cc3ccccc3s2)s1. RXN SMILES: [Cl:24][CH2:25][Cl:26].[S:20]([Cl:21])([Cl:22])=[O:23].[s:1]1[c:2]2[c:3]([cH:4][c:5]1[CH:6]=[CH:7][c:8]1[cH:9][cH:10][c:11]([C:13](=[O:14])[OH:15])[s:12]1)[cH:16][cH:17][cH:18][cH:19]2>>[Cl-:22].[s:1]1[c:2]2[c:3]([cH:4][c:5]1[CH:6]=[CH:7][c:8]1[cH:9][cH:10][c:11]([C:13](=[O:14])[OH:15])[s:12]1)[cH:16][cH:17][cH:18][cH:19]2.